Dataset: the Open Reaction Database (ORD), a public repository of structured organic reaction records. Task: describe an organic reaction: reactants, conditions, products, and yield The reactants are Fc1cccc(Br)c1, O=C([O-])[O-], CC(=O)O[Pd]OC(C)=O, C1COCCO1, COC(=O)c1cc(C2CCCN2)c2oc(N3CCOC(C)C3)cc(=O)c2c1, [Cs+], [Cs+]. The product is COC(=O)c1cc(C2CCCN2c2cccc(F)c2)c2oc(N3CCOC(C)C3)cc(=O)c2c1. Reaction SMILES: [Br:28][c:29]1[cH:30][c:31]([F:35])[cH:32][cH:33][cH:34]1.[C:36](=[O:37])([O-:38])[O-:39].[C:48]([O:49][Pd:50][O:51][C:52](=[O:53])[CH3:54])(=[O:55])[CH3:56].[CH2:42]1[O:43][CH2:44][CH2:45][O:46][CH2:47]1.[CH3:1][CH:2]1[O:3][CH2:4][CH2:5][N:6]([c:8]2[o:9][c:10]3[c:11]([CH:23]4[NH:24][CH2:25][CH2:26][CH2:27]4)[cH:12][c:13]([C:19](=[O:20])[O:21][CH3:22])[cH:14][c:15]3[c:16](=[O:18])[cH:17]2)[CH2:7]1.[Cs+:40].[Cs+:41]>>[CH3:1][CH:2]1[O:3][CH2:4][CH2:5][N:6]([c:8]2[o:9][c:10]3[c:11]([CH:23]4[N:24]([c:29]5[cH:30][c:31]([F:35])[cH:32][cH:33][cH:34]5)[CH2:25][CH2:26][CH2:27]4)[cH:12][c:13]([C:19](=[O:20])[O:21][CH3:22])[cH:14][c:15]3[c:16](=[O:18])[cH:17]2)[CH2:7]1.